describe an organic reaction: reactants, conditions, products, and yield From a dataset of the Open Reaction Database (ORD), a public repository of structured organic reaction records. The reactants are CCN(C(C)C)C(C)C (DIPEA), NCCCCC1(CCCC1)C(=O)N[C@H](C(=O)O)CC1=CC=C(C=C1)C=1C(N(C(N(C1C)C)=O)C)=O ((S)-2-[[1-(4-aminobutyl)cyclopentanecarbonyl]amino]-3-[4-(1,3,6-trimethyl-2,4-dioxo-1,2,3,4-tetrahydropyrimidin-5-yl)phenyl]propionic acid), O=C1N(C(CC1)=O)OC(CCOCCOCCOCCOCCNC(CCN1C(C=CC1=O)=O)=O)=O (3-[2-[2-[2-[[3-(2,5-dioxo-2,5-dihydro-pyrrol-1-yl)-propionylamino]-ethoxy]ethoxy]ethoxy]ethoxy]propionic acid-2,5-dioxo-pyrrolidin-1-yl ester). The product is O=C1N(C(C=C1)=O)CCC(=O)NCCOCCOCCOCCOCCC(=O)NCCCCC1(CCCC1)C(=O)N[C@H](C(=O)O)CC1=CC=C(C=C1)C=1C(N(C(N(C1C)C)=O)C)=O ((S)-2-[[1-[4-[3-[2-[2-[2-[2-[3-(2,5-dioxo-2,5-dihydropyrrol-1-yl)propionylamino]ethoxy]ethoxy]ethoxy]ethoxy]propionylamino]butyl]cyclopentanecarbonyl]amino]-3-[4-(1,3,6-trimethyl-2,4-dioxo-1,2,3,4-tetrahydropyrimidin-5-yl)phenyl]propionic acid), solid. Yield: 50.0%. RXN SMILES: [NH2:1][CH2:2][CH2:3][CH2:4][CH2:5][C:6]1([C:11]([NH:13][C@@H:14]([CH2:18][C:19]2[CH:24]=[CH:23][C:22]([C:25]3[C:26](=[O:35])[N:27]([CH3:34])[C:28](=[O:33])[N:29]([CH3:32])[C:30]=3[CH3:31])=[CH:21][CH:20]=2)[C:15]([OH:17])=[O:16])=[O:12])[CH2:10][CH2:9][CH2:8][CH2:7]1.O=C1CCC(=O)N1[O:43][C:44](=O)[CH2:45][CH2:46][O:47][CH2:48][CH2:49][O:50][CH2:51][CH2:52][O:53][CH2:54][CH2:55][O:56][CH2:57][CH2:58][NH:59][C:60](=[O:70])[CH2:61][CH2:62][N:63]1[C:67](=[O:68])[CH:66]=[CH:65][C:64]1=[O:69].CCN(C(C)C)C(C)C>>[O:69]=[C:64]1[CH:65]=[CH:66][C:67](=[O:68])[N:63]1[CH2:62][CH2:61][C:60]([NH:59][CH2:58][CH2:57][O:56][CH2:55][CH2:54][O:53][CH2:52][CH2:51][O:50][CH2:49][CH2:48][O:47][CH2:46][CH2:45][C:44]([NH:1][CH2:2][CH2:3][CH2:4][CH2:5][C:6]1([C:11]([NH:13][C@@H:14]([CH2:18][C:19]2[CH:20]=[CH:21][C:22]([C:25]3[C:26](=[O:35])[N:27]([CH3:34])[C:28](=[O:33])[N:29]([CH3:32])[C:30]=3[CH3:31])=[CH:23][CH:24]=2)[C:15]([OH:17])=[O:16])=[O:12])[CH2:10][CH2:9][CH2:8][CH2:7]1)=[O:43])=[O:70]. Reported procedure: The title compound was prepared using a similar procedure as described in Example 1, Step 11, starting from (S)-2-[[1-(4-aminobutyl)cyclopentanecarbonyl]amino]-3-[4-(1,3,6-trimethyl-2,4-dioxo-1,2,3,4-tetrahydropyrimidin-5-yl)phenyl]propionic acid (300 mg, 0.62 mmol), 3-[2-[2-[2-[[3-(2,5-dioxo-2,5-dihydro-pyrrol-1-yl)-propionylamino]-ethoxy]ethoxy]ethoxy]ethoxy]propionic acid-2,5-dioxo-pyrrolidin-1-yl ester (318 mg, 0.62 mmol), and DIPEA (160 mg, 215 uL, 1.24 mmol), and after HPLC purification, r... Run at temperature -78 celsius, time 2 hour. The solvent is hexanes. Procedure: A 1.6 M solution of n-BuLi (17.5 mL) in hexanes was added dropwise by syringe under argon atmosphere at -78° C. to a solution of estradiol (4) (5.88 g, 11.2 mmol) in anhydrous THF (150 mL), and the resulting reaction mixture was stirred at -78° C. for 2 h. Anhydrous DMF (5.5 mL) was added and the stirring was continued for 1 h at -78° C. The mixture was warmed to 0° C. and stirred for 1 h, and poured onto an ice-cold solution of 3N HCl (100 mL). The aqueous layer was extracted with ether (3×300 ... The product is C(=O)C=1C(=CC=2CC[C@H]3[C@@H]4CC[C@@H]([C@@]4(C)CC[C@@H]3C2C1)OCC1=CC=CC=C1)OCC1=CC=CC=C1 (2-Formyl-3,17β-Dibenzyloxyestra-1,3,5(10)-Triene). Reactants: solution, [Li]CCCC (n-BuLi), BrC=1C(=CC=2CC[C@H]3[C@@H]4CC[C@@H]([C@@]4(C)CC[C@@H]3C2C1)OCC1=CC=CC=C1)OCC1=CC=CC=C1 (2-Bromo-3,17β-Dibenzyloxyestra-1,3,5(10)-Triene), C1CCOC1 (THF), ice, Cl (HCl), CN(C)C=O (DMF). As a reaction SMILES: [Li][CH2:2][CH2:3][CH2:4][CH3:5].Br[C:7]1[C:8]([O:33]CC2C=CC=CC=2)=C[C:10]2[CH2:11][CH2:12][C@@H:13]3[C@@H:22]([C:23]=2[CH:24]=1)[CH2:21][CH2:20][C@@:18]1([CH3:19])[C@H:14]3[CH2:15][CH2:16][C@@H:17]1[O:25][CH2:26][C:27]1[CH:32]=[CH:31][CH:30]=[CH:29][CH:28]=1.[CH3:41]N(C=O)C.Cl.[CH2:47]1[CH2:51][O:50][CH2:49][CH2:48]1>>[CH:8]([C:7]1[C:51]([O:50][CH2:49][C:48]2[CH:41]=[CH:2][CH:3]=[CH:4][CH:5]=2)=[CH:47][C:10]2[CH2:11][CH2:12][C@@H:13]3[C@@H:22]([C:23]=2[CH:24]=1)[CH2:21][CH2:20][C@@:18]1([CH3:19])[C@H:14]3[CH2:15][CH2:16][C@@H:17]1[O:25][CH2:26][C:27]1[CH:32]=[CH:31][CH:30]=[CH:29][CH:28]=1)=[O:33].